From a dataset of the Open Reaction Database (ORD), a public repository of structured organic reaction records. describe an organic reaction: reactants, conditions, products, and yield Starting materials: CC(=O)Nc1nc(C)c(S(=O)(=O)Cl)s1, CC(C)(C)N, ClCCl, O. Yields the product CC(=O)Nc1nc(C)c(S(=O)(=O)NC(C)(C)C)s1. RXN SMILES: [C:1]([CH3:2])(=[O:3])[NH:4][c:5]1[s:6][c:7]([S:11](=[O:12])(=[O:13])[Cl:14])[c:8]([CH3:10])[n:9]1.[CH3:15][C:16]([CH3:17])([CH3:18])[NH2:19].[Cl:20][CH2:21][Cl:22].[OH2:23]>>[C:1]([CH3:2])(=[O:3])[NH:4][c:5]1[s:6][c:7]([S:11](=[O:12])(=[O:13])[NH:19][C:16]([CH3:15])([CH3:17])[CH3:18])[c:8]([CH3:10])[n:9]1. The reactants are Cc1ccc(N(C)C)cc1, O=C1NCc2c(-c3noc(C4CC4)n3)ncn2-c2ccc(Cl)cc21, Clc1ccccc1, O=P(Cl)(Cl)Cl. The product is ClC1=NCc2c(-c3noc(C4CC4)n3)ncn2-c2ccc(Cl)cc21. As a reaction SMILES: [CH3:25][N:26]([CH3:27])[c:28]1[cH:29][cH:30][c:31]([CH3:32])[cH:33][cH:34]1.[Cl:1][c:2]1[cH:3][c:4]2[c:5]([cH:23][cH:24]1)-[n:6]1[cH:7][n:8][c:9](-[c:15]3[n:16][o:17][c:18]([CH:20]4[CH2:21][CH2:22]4)[n:19]3)[c:10]1[CH2:11][NH:12][C:13]2=[O:14].[Cl:40][c:41]1[cH:42][cH:43][cH:44][cH:45][cH:46]1.[P:35]([Cl:36])([Cl:37])([Cl:38])=[O:39]>>[Cl:1][c:2]1[cH:3][c:4]2[c:5]([cH:23][cH:24]1)-[n:6]1[cH:7][n:8][c:9](-[c:15]3[n:16][o:17][c:18]([CH:20]4[CH2:21][CH2:22]4)[n:19]3)[c:10]1[CH2:11][N:12]=[C:13]2[Cl:37]. Starting materials: CC(C)c1cc(C(C)C)c(S(=O)(=O)OC(C)C2(O)CN(C(=O)c3ccc(F)c(F)c3Nc3ccc(I)cc3F)C2)c(C(C)C)c1, CCOC(C)=O, [H-], [Na+], C1CCOC1. The product is CC1OC12CN(C(=O)c1ccc(F)c(F)c1Nc1ccc(I)cc1F)C2. As a reaction SMILES: [CH3:1][CH:2]([c:3]1[cH:4][c:5]([CH:6]([CH3:7])[CH3:8])[cH:9][c:10]([CH:11]([CH3:12])[CH3:13])[c:14]1[S:15]([O:16][CH:20]([CH3:21])[C:22]1([OH:45])[CH2:23][N:24]([C:26](=[O:27])[c:28]2[c:29]([NH:36][c:37]3[c:38]([F:44])[cH:39][c:40]([I:43])[cH:41][cH:42]3)[c:30]([F:35])[c:31]([F:34])[cH:32][cH:33]2)[CH2:25]1)(=[O:17])=[O:18])[CH3:19].[CH3:48][CH2:49][O:50][C:51](=[O:52])[CH3:53].[H-:46].[Na+:47].[O:54]1[CH2:55][CH2:56][CH2:57][CH2:58]1>>[CH:20]1([CH3:21])[C:22]2([CH2:23][N:24]([C:26](=[O:27])[c:28]3[c:29]([NH:36][c:37]4[c:38]([F:44])[cH:39][c:40]([I:43])[cH:41][cH:42]4)[c:30]([F:35])[c:31]([F:34])[cH:32][cH:33]3)[CH2:25]2)[O:45]1. Reactants: [Cr](=O)(=O)([O-])O[Cr](=O)(=O)[O-].[NH+]1=CC=CC=C1.[NH+]1=CC=CC=C1 (Pyridinium dichromate), FC1=C(C(=CC=C1)F)[C@@H]1CC[C@H](/C(/NC1)=N/CC(CC(F)(F)F)O)NC(OC(C)(C)C)=O (tert-butyl {(2Z,3R,6S)-6-(2,6-difluorophenyl)-2-[(4,4,4-trifluoro-2-hydroxybutyl)imino]azepan-3-yl}carbamate). The solvent is C(C)#N (acetonitrile). Reaction conditions: time 18 hour. Product: FC1=C(C(=CC=C1)F)[C@@H]1CC[C@H](C=2N(C1)C(=CN2)CC(F)(F)F)NC(OC(C)(C)C)=O (tert-Butyl [(6S,9R)-6-(2,6-difluorophenyl)-3-(2,2,2-trifluoroethyl)-6,7,8,9-tetrahydro-5H-imidazo[1,2-a]azepin-9-yl]carbamate). Reaction SMILES: [Cr](O[Cr]([O-])(=O)=O)([O-])(=O)=O.[NH+]1C=CC=CC=1.[NH+]1C=CC=CC=1.[F:22][C:23]1[CH:28]=[CH:27][CH:26]=[C:25]([F:29])[C:24]=1[C@H:30]1[CH2:36][NH:35]/[C:34](=[N:37]\[CH2:38][CH:39](O)[CH2:40][C:41]([F:44])([F:43])[F:42])/[C@H:33]([NH:46][C:47](=[O:53])[O:48][C:49]([CH3:52])([CH3:51])[CH3:50])[CH2:32][CH2:31]1>C(#N)C>[F:22][C:23]1[CH:28]=[CH:27][CH:26]=[C:25]([F:29])[C:24]=1[C@H:30]1[CH2:36][N:35]2[C:39]([CH2:40][C:41]([F:44])([F:43])[F:42])=[CH:38][N:37]=[C:34]2[C@H:33]([NH:46][C:47](=[O:53])[O:48][C:49]([CH3:52])([CH3:51])[CH3:50])[CH2:32][CH2:31]1 |f:0.1.2|. Procedure: Pyridinium dichromate (2.24 g, 5.94 mmol) was added to a solution of tert-butyl {(2Z,3R,6S)-6-(2,6-difluorophenyl)-2-[(4,4,4-trifluoro-2-hydroxybutyl)imino]azepan-3-yl}carbamate (461 mg, 0.99 mmol) in acetonitrile (20 mL). After 18 h, the mixture was filtered and concentrated. Saturated aqueous sodium bicarbonate was added and the mixture was extracted with dichloromethane (3×). The combined organic extracts were dried over magnesium sulfate, filtered, and concentrated. Purification by silica ge... Reaction SMILES: [OH:1][C:2]1[CH:11]=[CH:10][CH:9]=[CH:8][C:3]=1[O:4][CH2:5][CH2:6][OH:7].[N+:12]([O-:15])([OH:14])=O.[N+:16]([O-])([OH:18])=[O:17]>N([O-])=O.[Na+]>[OH:1][C:2]1[C:11]([N+:12]([O-:15])=[O:14])=[CH:10][C:9]([N+:16]([O-:18])=[O:17])=[CH:8][C:3]=1[O:4][CH2:5][CH2:6][OH:7] |f:0.1,3.4|. The product is OC1=C(OCCO)C=C(C=C1[N+](=O)[O-])[N+](=O)[O-] (2-(2-Hydroxy-3,5-dinitrophenoxy)ethanol). Reactants: OC1=C(OCCO)C=CC=C1.[N+](=O)(O)[O-] (nitrate 2-(2-hydroxyphenoxy)ethanol), [N+](=O)(O)[O-] (nitric acid). The reagents and catalysts are N(=O)[O-].[Na+] (sodium nitrite). Procedure details: An attempt to nitrate 2-(2-hydroxyphenoxy)ethanol with 3N nitric acid and sodium nitrite catalyst at 25°-30° C. was unsuccessful. Starting materials: N#Cc1c[nH]c(C(=O)Nc2ccc(C3CCNCC3)cc2C2=CCCCC2)n1, CCN=C=NCCCN(C)C, CCN(C(C)C)C(C)C, Cl, O=C(O)C(F)(F)F, CN(C)C=O, O, On1nnc2ccccc21, O=C(O)Cc1ccccn1. Yields the product N#Cc1c[nH]c(C(=O)Nc2ccc(C3CCN(C(=O)Cc4ccccn4)CC3)cc2C2=CCCCC2)n1, O=C(O)C(F)(F)F. Reaction SMILES: [C:8]1([c:14]2[c:15]([NH:26][C:27](=[O:28])[c:29]3[nH:30][cH:31][c:32]([C:34]#[N:35])[n:33]3)[cH:16][cH:17][c:18]([CH:20]3[CH2:21][CH2:22][NH:23][CH2:24][CH2:25]3)[cH:19]2)=[CH:9][CH2:10][CH2:11][CH2:12][CH2:13]1.[CH3:47][CH2:48][N:49]=[C:50]=[N:51][CH2:52][CH2:53][CH2:54][N:55]([CH3:56])[CH3:57].[CH:68]([N:69]([CH2:70][CH3:71])[CH:72]([CH3:73])[CH3:74])([CH3:75])[CH3:76].[ClH:36].[F:1][C:2]([C:3](=[O:4])[OH:5])([F:6])[F:7].[O:78]=[CH:79][N:80]([CH3:81])[CH3:82].[OH2:77].[OH:58][n:59]1[c:60]2[c:61]([cH:62][cH:63][cH:64][cH:65]2)[n:66][n:67]1.[n:37]1[c:38]([CH2:43][C:44](=[O:45])[OH:46])[cH:39][cH:40][cH:41][cH:42]1>>[C:8]1([c:14]2[c:15]([NH:26][C:27](=[O:28])[c:29]3[nH:30][cH:31][c:32]([C:34]#[N:35])[n:33]3)[cH:16][cH:17][c:18]([CH:20]3[CH2:21][CH2:22][N:23]([C:44]([CH2:43][c:38]4[n:37][cH:42][cH:41][cH:40][cH:39]4)=[O:45])[CH2:24][CH2:25]3)[cH:19]2)=[CH:9][CH2:10][CH2:11][CH2:12][CH2:13]1.[F:1][C:2]([C:3](=[O:4])[OH:5])([F:6])[F:7].